This data is from the Open Reaction Database (ORD), a public repository of structured organic reaction records. The task is: describe an organic reaction: reactants, conditions, products, and yield Reactants: N1C=CC=C1 (1H-pyrrole), [H-].[Na+] (sodium hydride), BrCCCOC (1-bromo-3-methoxypropane), O (water). Solvent: CN(C=O)C (N,N-dimethylformamide), CN(C=O)C (N,N-dimethylformamide). Conditions: time 20 minute. The product is COCCCN1C=CC=C1 (1-(3-methoxypropyl)-1H-pyrrole). The yield is 363.9%. Reaction SMILES: [NH:1]1[CH:5]=[CH:4][CH:3]=[CH:2]1.[H-].[Na+].Br[CH2:9][CH2:10][CH2:11][O:12][CH3:13].O>CN(C)C=O>[CH3:13][O:12][CH2:11][CH2:10][CH2:9][N:1]1[CH:5]=[CH:4][CH:3]=[CH:2]1 |f:1.2|. Reported procedure: To a solution of 1H-pyrrole (5.0 g) in N,N-dimethylformamide (40 mL) was added drop by drop sodium hydride (3.58 g) under ice-cooling, and then the mixture was stirred at room temperature for 20 minutes. Then, thereto was added dropwise a solution of 1-bromo-3-methoxypropane (2.74 g) in N,N-dimethylformamide (2 mL) under ice-cooling, and the mixture was stirred at room temperature for 2 hours. To the reaction mixture was added water under ice-cooling, and then the mixture was extracted with diet...